From a dataset of the Open Reaction Database (ORD), a public repository of structured organic reaction records. describe an organic reaction: reactants, conditions, products, and yield The reactants are [I-].[Na+] (sodium iodide), C(OCCCOCC1=CC=CC=C1)(OCCl)=O ([3-(Benzyloxy)propyl] chloromethyl carbonate), O (water). Run in C(C)#N (acetonitrile). Reaction conditions: temperature 60 celsius, time 2 hour. The product is C(OCCCOCC1=CC=CC=C1)(OCI)=O ([3-(benzyloxy)propyl] iodomethyl carbonate). The yield is 92.4%. RXN SMILES: [C:1](=[O:17])([O:14][CH2:15]Cl)[O:2][CH2:3][CH2:4][CH2:5][O:6][CH2:7][C:8]1[CH:13]=[CH:12][CH:11]=[CH:10][CH:9]=1.[I-:18].[Na+].O>C(#N)C>[C:1](=[O:17])([O:14][CH2:15][I:18])[O:2][CH2:3][CH2:4][CH2:5][O:6][CH2:7][C:8]1[CH:13]=[CH:12][CH:11]=[CH:10][CH:9]=1 |f:1.2|. Reported procedure: [3-(Benzyloxy)propyl] chloromethyl carbonate (2.0 g) was dissolved in acetonitrile (3 ml), and sodium iodide (4.6 g) was added. The mixture was stirred under a nitrogen atmosphere at 60° C. for 2 hours. The reaction mixture was poured into water (100 ml) and extracted with ethyl acetate (100 ml). The ethyl acetate layer was washed with an aqueous 5% sodium thiosulfate solution (50 ml×2), water (50 ml×2), and a saturated sodium chloride aqueous solution (50 ml). After drying over anhydrous magnes... Reactants: O=C([O-])[O-], CC#N, BrC1CCCC1, Cl, O=C1C2=C(CCCC2)C(=O)N1c1cc(O)c(Cl)cc1F, [K+], [K+]. The product is O=C1C2=C(CCCC2)C(=O)N1c1cc(OC2CCCC2)c(Cl)cc1F. As a reaction SMILES: [C:27](=[O:28])([O-:29])[O-:30].[CH3:33][C:34]#[N:35].[CH:1]1([Br:6])[CH2:2][CH2:3][CH2:4][CH2:5]1.[ClH:36].[F:7][c:8]1[c:9]([N:16]2[C:17](=[O:26])[C:18]3=[C:19]([C:20]2=[O:21])[CH2:22][CH2:23][CH2:24][CH2:25]3)[cH:10][c:11]([OH:15])[c:12]([Cl:14])[cH:13]1.[K+:31].[K+:32]>>[CH:1]1([O:15][c:11]2[cH:10][c:9]([N:16]3[C:17](=[O:26])[C:18]4=[C:19]([C:20]3=[O:21])[CH2:22][CH2:23][CH2:24][CH2:25]4)[c:8]([F:7])[cH:13][c:12]2[Cl:14])[CH2:2][CH2:3][CH2:4][CH2:5]1. Reactants: [H-].[Na+] (NaH), CC1=CC2=C(NC(O2)=O)C=C1 (6-methylbenzoxazolin-2-one), COC(CCCCCCCBr)=O (8-bromo caprylic acid methyl ester). The solvent is CN(C)C=O (DMF). Yields the product COC(CCCCCCCN1C(OC2=C1C=CC(=C2)C)=O)=O (8-(6-Methyl-2-oxo-benzoxazolin-3-yl)-caprylic acid methyl ester). RXN SMILES: [H-].[Na+].[CH3:3][C:4]1[CH:13]=[CH:12][C:7]2[NH:8][C:9](=[O:11])[O:10][C:6]=2[CH:5]=1.[CH3:14][O:15][C:16](=[O:25])[CH2:17][CH2:18][CH2:19][CH2:20][CH2:21][CH2:22][CH2:23]Br>CN(C=O)C>[CH3:14][O:15][C:16](=[O:25])[CH2:17][CH2:18][CH2:19][CH2:20][CH2:21][CH2:22][CH2:23][N:8]1[C:7]2[CH:12]=[CH:13][C:4]([CH3:3])=[CH:5][C:6]=2[O:10][C:9]1=[O:11] |f:0.1|. Procedure: The product is produced as described in example 1 from 3.6 g. of NaH (of 80% suspension in mineral oil), 19.9 g. of 6-methylbenzoxazolin-2-one (produced in usual manners by subjecting 2-amino-5-methyl-phenol-hydrochloride to reaction with phosgene), 240 cc. of DMF, 28.4 g. of 8-bromo caprylic acid methyl ester and 3.6 g. NaJ. Yields the product Clc1ccc(-n2ccnc2)nn1. Reactants: CCN(C(C)C)C(C)C, Clc1ccc(Cl)nn1, Clc1ccccc1Cl, c1c[nH]cn1. As a reaction SMILES: [CH:14]([N:15]([CH:16]([CH3:17])[CH3:18])[CH2:19][CH3:20])([CH3:21])[CH3:22].[Cl:1][c:2]1[n:3][n:4][c:5]([Cl:8])[cH:6][cH:7]1.[Cl:23][c:24]1[c:25]([Cl:26])[cH:27][cH:28][cH:29][cH:30]1.[nH:9]1[cH:10][n:11][cH:12][cH:13]1>>[Cl:1][c:2]1[n:3][n:4][c:5](-[n:9]2[cH:10][n:11][cH:12][cH:13]2)[cH:6][cH:7]1. The reactants are Cl, C1COCCO1, CC(C)(C)OC(=O)NC1CCCCC1(C)O. Product: Cl, CC1(O)CCCCC1N. Reaction SMILES: [ClH:1].[O:18]1[CH2:19][CH2:20][O:21][CH2:22][CH2:23]1.[OH:2][C:3]1([CH3:17])[CH:4]([NH:9][C:10](=[O:11])[O:12][C:13]([CH3:14])([CH3:15])[CH3:16])[CH2:5][CH2:6][CH2:7][CH2:8]1>>[ClH:1].[OH:2][C:3]1([CH3:17])[CH:4]([NH2:9])[CH2:5][CH2:6][CH2:7][CH2:8]1. Product: CC1=C(N=C(O1)C1=CC=C(C(=O)NC=2C=NC=CC2)C=C1)CS(=O)(=O)C1=CC=C(C=C1)C (4-(5-Methyl-4-{[(4-methylphenyl)sulfonyl]methyl}-1,3-oxazol-2-yl)-N-(3-pyridinyl)benzamide). Isolated yield 55.1%. RXN SMILES: C(Cl)(=O)C(Cl)=O.[CH3:7][C:8]1[O:12][C:11]([C:13]2[CH:21]=[CH:20][C:16]([C:17](O)=[O:18])=[CH:15][CH:14]=2)=[N:10][C:9]=1[CH2:22][S:23]([C:26]1[CH:31]=[CH:30][C:29]([CH3:32])=[CH:28][CH:27]=1)(=[O:25])=[O:24].[NH2:33][C:34]1[CH:35]=[N:36][CH:37]=[CH:38][CH:39]=1>>[CH3:7][C:8]1[O:12][C:11]([C:13]2[CH:14]=[CH:15][C:16]([C:17]([NH:33][C:34]3[CH:35]=[N:36][CH:37]=[CH:38][CH:39]=3)=[O:18])=[CH:20][CH:21]=2)=[N:10][C:9]=1[CH2:22][S:23]([C:26]1[CH:31]=[CH:30][C:29]([CH3:32])=[CH:28][CH:27]=1)(=[O:24])=[O:25]. Reactants: C(C(=O)Cl)(=O)Cl (oxalyl chloride), CC1=C(N=C(O1)C1=CC=C(C(=O)O)C=C1)CS(=O)(=O)C1=CC=C(C=C1)C (4-(5-Methyl-4-{[(4-methylphenyl)sulfonyl]methyl}-1,3-oxazol-2-yl)benzoic Acid), NC=1C=NC=CC1 (3-aminopyridine). Procedure details: Method E. Reaction of oxalyl chloride (100 λL, 1.1 mmol) and benzoic acid 4 (207 mg, 0.6 mmol) with subsequent coupling to 3-aminopyridine (58 mg, 0.6 mmol) gave benzamide 5 (148 mg, 59%) as a white powder: mp (EtOAc) 248-250° C.; 1H NMR δ 10.56 (s, 1 H, CONH), 8.94 (d, J=2.2Hz, 1 H, H-2′), 8.33 (dd, J=4.7, 1.5 Hz, 1 H, H-6′), 8.20 (ddd, J=8.3, 2.5, 1.5 Hz, 1 H, H-4′), 8.10 (br d, J=8.6 Hz, 2 H, H-2, H-6), 7.97 (br d, J=8.6 Hz, 2 H, H-3, H-5), 7.69 (br d, J=8.3Hz, 2 H, H-2″, H-6″), 7.38-7.45 (m,...